This data is from the Open Reaction Database (ORD), a public repository of structured organic reaction records. The task is: describe an organic reaction: reactants, conditions, products, and yield Reactants: C1(=CC=C(C=C1)C(C(=O)O)(C)OCC)C1=CC=CC=C1 ((RS)-2-Biphenyl-4-yl-2-ethoxy-propionic acid), NCC1=CC=C(C#N)C=C1 (4-aminomethyl benzonitrile). Product: C1(=CC=C(C=C1)C(C(=O)NCC1=CC=C(C=C1)C#N)(C)OCC)C1=CC=CC=C1 ((RS)-2-biphenyl-4-yl-N-(4-cyano-benzyl)-2-ethoxy-propionamide). RXN SMILES: [C:1]1([C:15]2[CH:20]=[CH:19][CH:18]=[CH:17][CH:16]=2)[CH:6]=[CH:5][C:4]([C:7]([O:12][CH2:13][CH3:14])([CH3:11])[C:8]([OH:10])=O)=[CH:3][CH:2]=1.[NH2:21][CH2:22][C:23]1[CH:30]=[CH:29][C:26]([C:27]#[N:28])=[CH:25][CH:24]=1>>[C:1]1([C:15]2[CH:20]=[CH:19][CH:18]=[CH:17][CH:16]=2)[CH:6]=[CH:5][C:4]([C:7]([O:12][CH2:13][CH3:14])([CH3:11])[C:8]([NH:28][CH2:27][C:26]2[CH:29]=[CH:30][C:23]([C:22]#[N:21])=[CH:24][CH:25]=2)=[O:10])=[CH:3][CH:2]=1. Procedure details: (RS)-2-Biphenyl-4-yl-2-ethoxy-propionic acid was coupled with 4-aminomethyl benzonitrile to give (RS)-2-biphenyl-4-yl-N-(4-cyano-benzyl)-2-ethoxy-propionamide according to general procedure C. Colorless solid. MS 385.1 ([M+H]+)